Task: describe an organic reaction: reactants, conditions, products, and yield. Dataset: the Open Reaction Database (ORD), a public repository of structured organic reaction records Starting materials: CS(=O)(=O)C1=CC=C(C=O)C=C1 (4-methylsulfonylbenzaldehyde), C(CC(=O)O)(=O)O (malonic acid). The solvent is CCO.N1=CC=CC=C1 (EtOH pyridine). Reaction conditions: temperature 0 celsius. The product is CS(=O)(=O)C1=CC=C(C=C1)C=CC(=O)O (3-(4-methanesulfonyl-phenyl)-acrylic acid). Yield: 47.2%. RXN SMILES: [CH3:1][S:2]([C:5]1[CH:12]=[CH:11][C:8]([CH:9]=O)=[CH:7][CH:6]=1)(=[O:4])=[O:3].C(O)(=O)[CH2:14][C:15]([OH:17])=[O:16]>CCO.N1C=CC=CC=1>[CH3:1][S:2]([C:5]1[CH:12]=[CH:11][C:8]([CH:9]=[CH:14][C:15]([OH:17])=[O:16])=[CH:7][CH:6]=1)(=[O:4])=[O:3] |f:2.3|. Procedure details: A solution of aldehyde 4-methylsulfonylbenzaldehyde 4 (1.0 g, 5.9 mmol) and malonic acid (0.63 g, 6.0 mmol) in 10:1 EtOH/pyridine (12.1 mL) was heated at a gentle reflux for 24 h. After cooling to 0° C., the resulting precipitate was collected and rinsed with cold Et2O. The solid was resuspended in EtOH (13 mL) and heated at reflux for an additional 2 h. After cooling to 0° C., the resulting precipitate was collected and dried in vacuo to afford 0.63 g (51%) of 3-(4-methanesulfonyl-phenyl)-acryl... Starting materials: C1CCOC1, COC(=O)c1cc(O)cc(OC(C)C)c1, CC(C)OC(=O)N=NC(=O)OC(C)C, c1ccc(P(c2ccccc2)c2ccccc2)cc1, OCCc1ccsc1. Product: COC(=O)c1cc(OCCc2ccsc2)cc(OC(C)C)c1. Reaction SMILES: [CH2:57]1[O:58][CH2:59][CH2:60][CH2:61]1.[CH3:1][O:2][C:3]([c:4]1[cH:5][c:6]([OH:14])[cH:7][c:8]([O:10][CH:11]([CH3:12])[CH3:13])[cH:9]1)=[O:15].[O:43]=[C:44]([O:45][CH:46]([CH3:47])[CH3:48])[N:49]=[N:50][C:51]([O:52][CH:53]([CH3:54])[CH3:55])=[O:56].[c:16]1([P:17]([c:18]2[cH:19][cH:20][cH:21][cH:22][cH:23]2)[c:24]2[cH:25][cH:26][cH:27][cH:28][cH:29]2)[cH:30][cH:31][cH:32][cH:33][cH:34]1.[s:35]1[cH:36][c:37]([CH2:40][CH2:41][OH:42])[cH:38][cH:39]1>>[CH3:1][O:2][C:3]([c:4]1[cH:5][c:6]([O:14][CH2:41][CH2:40][c:37]2[cH:36][s:35][cH:39][cH:38]2)[cH:7][c:8]([O:10][CH:11]([CH3:12])[CH3:13])[cH:9]1)=[O:15].